This data is from the Open Reaction Database (ORD), a public repository of structured organic reaction records. The task is: describe an organic reaction: reactants, conditions, products, and yield Starting materials: COc1cc2ncnc(Oc3ccc(CC(=O)O)cc3)c2cc1OC, COc1cccc(N)c1, CCN(C(C)C)C(C)C, CN(C)C=O, O. Yields the product COc1cccc(NC(=O)Cc2ccc(Oc3ncnc4cc(OC)c(OC)cc34)cc2)c1. As a reaction SMILES: [CH3:10][O:11][c:12]1[cH:13][c:14]2[c:15]([O:24][c:25]3[cH:26][cH:27][c:28]([CH2:31][C:32](=[O:33])[OH:34])[cH:29][cH:30]3)[n:16][cH:17][n:18][c:19]2[cH:20][c:21]1[O:22][CH3:23].[CH3:35][O:36][c:37]1[cH:38][c:39]([NH2:40])[cH:41][cH:42][cH:43]1.[CH:1]([N:2]([CH:3]([CH3:4])[CH3:5])[CH2:6][CH3:7])([CH3:8])[CH3:9].[O:44]=[CH:45][N:46]([CH3:47])[CH3:48].[OH2:49]>>[CH3:10][O:11][c:12]1[cH:13][c:14]2[c:15]([O:24][c:25]3[cH:26][cH:27][c:28]([CH2:31][C:32](=[O:34])[NH:40][c:39]4[cH:38][c:37]([O:36][CH3:35])[cH:43][cH:42][cH:41]4)[cH:29][cH:30]3)[n:16][cH:17][n:18][c:19]2[cH:20][c:21]1[O:22][CH3:23]. Reactants: CC1=C(C(=CC=C1[N+](=O)[O-])C)O (2,6-dimethyl-3-nitro phenol), O (water), C([O-])([O-])=O.[Na+].[Na+] (sodium carbonate). Reagents/catalysts: [Fe] (iron). The solvent is C(C)(=O)O (acetic acid). Reaction conditions: time 20 minute. The product is NC=1C(=C(C(=CC1)C)O)C (3-amino-2,6-dimethyl phenol). Yield: 62.0%. Reaction SMILES: [CH3:1][C:2]1[C:7]([N+:8]([O-])=O)=[CH:6][CH:5]=[C:4]([CH3:11])[C:3]=1[OH:12].O.C(=O)([O-])[O-].[Na+].[Na+]>[Fe].C(O)(=O)C>[NH2:8][C:7]1[C:2]([CH3:1])=[C:3]([OH:12])[C:4]([CH3:11])=[CH:5][CH:6]=1 |f:2.3.4|. Procedure details: 157 g (0.94 mole) of 2,6-dimethyl-3-nitro phenol is added little by little, while stirring, to a reducing mixture consisting of 950 cm3 of water, 30 cm3 of acetic acid and 158 g of iron, which has first been heated to 70°. When this addition has been completed, the heating is continued for 20 minutes. The reaction mixture is then neutralized with sodium carbonate and the boiling liquid is filtered. After cooling the filtrate, drying yields 80 g of 3-amino-2,6-dimethyl phenol which, after recryst... Reactants: ClC1=CC2=C(C(=N1)COC)C(=NN2C(C2=CC=CC=C2)(C2=CC=CC=C2)C2=CC=CC=C2)OC (6-chloro-3-methoxy-4-(methoxymethyl)-1-trityl-1H-pyrazolo[4,3-c]pyridine), C([O-])([O-])=O.[Cs+].[Cs+] (cesium carbonate), C1(=CC=CC=C1)[C@@H](C)NC(=O)N ((R)-1-(1-phenylethyl)urea). Reagents/catalysts: CC(C)C1=CC(=C(C(=C1)C(C)C)C2=C(C=CC(=C2P(C3CCCCC3)C4CCCCC4)OC)OC)C(C)C (BrettPhos). Solvent: O1CCOCC1 (dioxane), C(Cl)Cl (DCM). Conditions: temperature 90 celsius, time 2 hour. Product: COC1=NNC2=C1C(=NC(=C2)NC(=O)N[C@H](C)C2=CC=CC=C2)COC ((R)-1-(3-methoxy-4-(methoxymethyl)-1H-pyrazolo[4,3-c]pyridin-6-yl)-3-(1-phenylethyl)urea). Reaction SMILES: Cl[C:2]1[N:7]=[C:6]([CH2:8][O:9][CH3:10])[C:5]2[C:11]([O:33][CH3:34])=[N:12][N:13](C(C3C=CC=CC=3)(C3C=CC=CC=3)C3C=CC=CC=3)[C:4]=2[CH:3]=1.C(=O)([O-])[O-].[Cs+].[Cs+].[C:41]1([C@H:47]([NH:49][C:50]([NH2:52])=[O:51])[CH3:48])[CH:46]=[CH:45][CH:44]=[CH:43][CH:42]=1>CC(C1C=C(C(C)C)C(C2C(P(C3CCCCC3)C3CCCCC3)=C(OC)C=CC=2OC)=C(C(C)C)C=1)C.O1CCOCC1.C(Cl)Cl>[CH3:34][O:33][C:11]1[C:5]2[C:6]([CH2:8][O:9][CH3:10])=[N:7][C:2]([NH:52][C:50]([NH:49][C@@H:47]([C:41]3[CH:46]=[CH:45][CH:44]=[CH:43][CH:42]=3)[CH3:48])=[O:51])=[CH:3][C:4]=2[NH:13][N:12]=1 |f:1.2.3|. Procedure details: BrettPhos pre-catalyst (6.80 mg, 8.51 μmol), 6-chloro-3-methoxy-4-(methoxymethyl)-1-trityl-1H-pyrazolo[4,3-c]pyridine (40 mg, 0.085 mmol), cesium carbonate (83 mg, 0.255 mmol), and (R)-1-(1-phenylethyl)urea (20.96 mg, 0.128 mmol) were taken up in dioxane (1 mL) in a 1.5 mL microwave vial and the vial was evacuated and back-filled with N2 (×3). The reaction mixture was stirred at 90° C. for 2 h. The crude reaction mixture was diluted with DCM, filtered through a syringe filter, and the filtrate w... The reactants are C(C1=CC=CC=C1)N1N=C(C=2C1=NC=NC2O)C2=CC(=CC=C2)OC (1-benzyl-4-hydroxy-3-(3-methoxy-phenyl)-pyrazolo[3,4-d]pyrimidine), P(=O)(Cl)(Cl)Cl (phosphorus oxychloride), ice water. Yields the product C(C1=CC=CC=C1)N1N=C(C=2C1=NC=NC2Cl)C2=CC(=CC=C2)OC (1-Benzyl-4-chloro-3-(3-methoxy-phenyl)-pyrazolo[3,4-d]pyrimidine). RXN SMILES: [CH2:1]([N:8]1[C:12]2=[N:13][CH:14]=[N:15][C:16](O)=[C:11]2[C:10]([C:18]2[CH:23]=[CH:22][CH:21]=[C:20]([O:24][CH3:25])[CH:19]=2)=[N:9]1)[C:2]1[CH:7]=[CH:6][CH:5]=[CH:4][CH:3]=1.P(Cl)(Cl)([Cl:28])=O>>[CH2:1]([N:8]1[C:12]2=[N:13][CH:14]=[N:15][C:16]([Cl:28])=[C:11]2[C:10]([C:18]2[CH:23]=[CH:22][CH:21]=[C:20]([O:24][CH3:25])[CH:19]=2)=[N:9]1)[C:2]1[CH:7]=[CH:6][CH:5]=[CH:4][CH:3]=1. Reported procedure: A mixture of 2.48 g (7.46 mmol) of 1-benzyl-4-hydroxy-3-(3-methoxy-phenyl)-pyrazolo[3,4-d]pyrimidine and 30 ml of phosphorus oxychloride is heated under reflux for 10 hours and then, with stirring, poured slowly into ice-water. The reaction mixture is stirred for a further 2 hours at 0-10° C. and filtered and the filter residue is washed with water. The crude product is dissolved in methylene chloride and the organic phase is washed with brine, dried over sodium sulfate and concentrated by evapo... Reactants: N1C=C(C2=CC=CC=C12)C[C@@H](N)C=1NC=C(N1)C1=CC=CC=C1 ((1R)-2-(1H-indol-3-yl)-1-(4-phenyl-1H-imidazol-2-yl)ethanamine), BrC1=NC=CC=N1 (2-bromopyrimidine). The solvent is C(CCC)O (n-butanol). Reaction conditions: temperature 80 celsius. Product: N1C=C(C2=CC=CC=C12)C[C@H](C=1NC=C(N1)C1=CC=CC=C1)NC1=NC=CC=N1 (N-((1R)-2-(1H-indol-3-yl)-1-(4-phenyl-1H-imidazol-2-yl)ethyl)-2-pyrimidinamine). Yield: 20.0%. As a reaction SMILES: [NH:1]1[C:9]2[C:4](=[CH:5][CH:6]=[CH:7][CH:8]=2)[C:3]([CH2:10][C@H:11]([C:13]2[NH:14][CH:15]=[C:16]([C:18]3[CH:23]=[CH:22][CH:21]=[CH:20][CH:19]=3)[N:17]=2)[NH2:12])=[CH:2]1.Br[C:25]1[N:30]=[CH:29][CH:28]=[CH:27][N:26]=1>C(O)CCC>[NH:1]1[C:9]2[C:4](=[CH:5][CH:6]=[CH:7][CH:8]=2)[C:3]([CH2:10][C@@H:11]([NH:12][C:25]2[N:30]=[CH:29][CH:28]=[CH:27][N:26]=2)[C:13]2[NH:14][CH:15]=[C:16]([C:18]3[CH:23]=[CH:22][CH:21]=[CH:20][CH:19]=3)[N:17]=2)=[CH:2]1. Procedure details: (1R)-2-(1H-indol-3-yl)-1-(4-phenyl-1H-imidazol-2-yl)ethanamine (2 g; 0.0066 mol; prepared according to experimental conditions analogous to the preceding examples and using the appropriate starting compounds and reaction products) was diluted in 10 ml n-butanol. 2-bromopyrimidine (1 g; 0.0066 mol) and then diisoethylamine (1.15 ml; 0.0066 mol) were added dropwise. The mixture was then heated to around 80° C. for about 16 hours. The n-butanol was evaporated and the residue taken up in water and e... Reactants: ClCCCCC=C (1-chloro-5-hexene), C=CCCCC (1-hexene), ClC(C1=CC=CC=C1)Cl (α,α-dichlorotoluene), 1-L, C(=C)OCC (ethyl vinyl ether), C(C)(=O)OCCCCC=CCCCC (5-decenyl acetate). The reagents and catalysts are metathesis catalyst. Reaction conditions: time 3 hour. Yields the product ClCCCCC=CCCCC (1-Chloro-5-decene). Reaction SMILES: [Cl:1][CH2:2][CH2:3][CH2:4][CH2:5][CH:6]=[CH2:7].[CH2:8]=[CH:9][CH2:10][CH2:11]CC.ClC(Cl)C1C=CC=CC=1.C(OCC)=C.C(OCCCCC=CCCCC)(=O)C>>[Cl:1][CH2:2][CH2:3][CH2:4][CH2:5][CH:6]=[CH:7][CH2:8][CH2:9][CH2:10][CH3:11]. Reported procedure: 1-Chloro-5-decene was synthesized as follows: 200.1 g (1.61 mol 95% pure) of 1-chloro-5-hexene, 282 g (416 mL, 3.35 mol) of 1-hexene and 2.0 mL of α,α-dichlorotoluene (metal hydride inhibitor) were added to a dry 1-L 2-necked round-bottomed flask containing a reflux condenser and a stir bar. This mixture was sparged sub-surface with Argon. After 10 minutes 5.5 g (6.67 mol) of the metathesis catalyst of Example 1 was added. The mixture was placed in a 62° C. oil bath and stirred. Samples were tak... Reactants: BrC1=CC(=C(C(=O)NC)C=C1)F (4-bromo-2-fluoro-N-methylbenzamide), CC1(OB(OC1(C)C)C=1C=NC(=NC1)N)C (5-(4,4,5,5-tetramethyl-1,3,2-dioxaborolan-2-yl)pyrimidin-2-amine), C([O-])([O-])=O.[K+].[K+] (potassium carbonate). The reagents and catalysts are C=1C=CC(=CC1)[P](C=2C=CC=CC2)(C=3C=CC=CC3)[Pd]([P](C=4C=CC=CC4)(C=5C=CC=CC5)C=6C=CC=CC6)([P](C=7C=CC=CC7)(C=8C=CC=CC8)C=9C=CC=CC9)[P](C=1C=CC=CC1)(C=1C=CC=CC1)C=1C=CC=CC1 (tetrakis(triphenylphosphine)palladium). The solvent is C1(=CC=CC=C1)C (toluene), C(C)O (ethanol), O (water). Reaction conditions: temperature 110 celsius. The product is NC1=NC=C(C=N1)C1=CC(=C(C(=O)NC)C=C1)F (4-(2-aminopyrimidin-5-yl)-2-fluoro-N-methylbenzamide). The yield is 91.4%. As a reaction SMILES: Br[C:2]1[CH:11]=[CH:10][C:5]([C:6]([NH:8][CH3:9])=[O:7])=[C:4]([F:12])[CH:3]=1.CC1(C)C(C)(C)OB([C:21]2[CH:22]=[N:23][C:24]([NH2:27])=[N:25][CH:26]=2)O1.C(=O)([O-])[O-].[K+].[K+]>C1(C)C=CC=CC=1.C(O)C.O.C1C=CC([P]([Pd]([P](C2C=CC=CC=2)(C2C=CC=CC=2)C2C=CC=CC=2)([P](C2C=CC=CC=2)(C2C=CC=CC=2)C2C=CC=CC=2)[P](C2C=CC=CC=2)(C2C=CC=CC=2)C2C=CC=CC=2)(C2C=CC=CC=2)C2C=CC=CC=2)=CC=1>[NH2:27][C:24]1[N:25]=[CH:26][C:21]([C:2]2[CH:11]=[CH:10][C:5]([C:6]([NH:8][CH3:9])=[O:7])=[C:4]([F:12])[CH:3]=2)=[CH:22][N:23]=1 |f:2.3.4,^1:49,51,70,89|. Procedure details: A mixture of 4-bromo-2-fluoro-N-methylbenzamide (900 mg, 3.9 mmol), 5-(4,4,5,5-tetramethyl-1,3,2-dioxaborolan-2-yl)pyrimidin-2-amine (710 mg, 3.2 mmol), tetrakis(triphenylphosphine)palladium (100 mg, 0.1 mmol) and potassium carbonate (1.3 g, 9.7 mmol) in toluene (6.0 mL) and ethanol (3.0 mL) and water (3.0 mL) was heated at 110° C. for 2 hours. After cooling to RT, the reaction mixture was quenched with water and extracted with diethyl ether. The solid was filtered and washed with water and diet...